The task is: describe an organic reaction: reactants, conditions, products, and yield. This data is from the Open Reaction Database (ORD), a public repository of structured organic reaction records. Procedure details: 2.31 g (4.92 mmol) of N-(2-aminoethyl)-2-[[3-[4-[[5-methyl-2-(1-methylethyl)phenoxy]methyl]piperidin-1-yl]propyl]amino]pyrimidine-4-carboxamide, 0.82 g (5.2 mmol) of 2-chloropyrimidine-4-carboxamide, 0.89 g (6.4 mmol) of potassium carbonateand 75 ml of acetonitrile are introduced, under an argon atmosphere, into a0.25 l round-bottomed flask and the mixture is heated at reflux for 30 h. Solvent: C(C)#N (acetonitrile). Starting materials: NCCNC(=O)C1=NC(=NC=C1)NCCCN1CCC(CC1)COC1=C(C=CC(=C1)C)C(C)C (N-(2-aminoethyl)-2-[[3-[4-[[5-methyl-2-(1-methylethyl)phenoxy]methyl]piperidin-1-yl]propyl]amino]pyrimidine-4-carboxamide), ClC1=NC=CC(=N1)C(=O)N (2-chloropyrimidine-4-carboxamide), [K] (potassium). Product: NC(=O)C1=NC(=NC=C1)NCCNC(=O)C1=NC(=NC=C1)NCCCN1CCC(CC1)COC1=C(C=CC(=C1)C)C(C)C (N-[2-[[4- (Aminocarbonyl) pyrimidin-2-yl]amino]-ethyl]-2-[[3-[4-[[5-methyl-2- (1-methylethyl)phenoxy]methyl]piperidin-1-yl]propyl]amino]pyrimidine-4-carboxamide). As a reaction SMILES: [NH2:1][CH2:2][CH2:3][NH:4][C:5]([C:7]1[CH:12]=[CH:11][N:10]=[C:9]([NH:13][CH2:14][CH2:15][CH2:16][N:17]2[CH2:22][CH2:21][CH:20]([CH2:23][O:24][C:25]3[CH:30]=[C:29]([CH3:31])[CH:28]=[CH:27][C:26]=3[CH:32]([CH3:34])[CH3:33])[CH2:19][CH2:18]2)[N:8]=1)=[O:6].Cl[C:36]1[N:41]=[C:40]([C:42]([NH2:44])=[O:43])[CH:39]=[CH:38][N:37]=1.[K]>C(#N)C>[NH2:44][C:42]([C:40]1[CH:39]=[CH:38][N:37]=[C:36]([NH:1][CH2:2][CH2:3][NH:4][C:5]([C:7]2[CH:12]=[CH:11][N:10]=[C:9]([NH:13][CH2:14][CH2:15][CH2:16][N:17]3[CH2:22][CH2:21][CH:20]([CH2:23][O:24][C:25]4[CH:30]=[C:29]([CH3:31])[CH:28]=[CH:27][C:26]=4[CH:32]([CH3:34])[CH3:33])[CH2:19][CH2:18]3)[N:8]=2)=[O:6])[N:41]=1)=[O:43] |^1:44|. Reactants: COC(=O)C=1C(=C2C=C(C(N(C2=C(N1)C#N)CC1=CC=CC=C1)=O)C1=CC=CC=C1)O (1-benzyl-8-cyano-5-hydroxy-2-oxo-3-phenyl-1,2-dihydro-[1,7]naphthyridine-6-carboxylic acid methyl ester), NCCCC(=O)O (4-aminobutyric acid), C[O-].[Na+] (NaOMe). The product is C(C1=CC=CC=C1)N1C(C(=CC2=C(C(=NC(=C12)C#N)C(=O)NCCCC(=O)O)O)C1=CC=CC=C1)=O (4-[(1-Benzyl-8-cyano-5-hydroxy-2-oxo-3-phenyl-1,2-dihydro-[1,7]naphthyridine-6-carbonyl)-amino]-butyric acid). Isolated yield 65.9%. As a reaction SMILES: CO[C:3]([C:5]1[C:6]([OH:31])=[C:7]2[C:12](=[C:13]([C:15]#[N:16])[N:14]=1)[N:11]([CH2:17][C:18]1[CH:23]=[CH:22][CH:21]=[CH:20][CH:19]=1)[C:10](=[O:24])[C:9]([C:25]1[CH:30]=[CH:29][CH:28]=[CH:27][CH:26]=1)=[CH:8]2)=[O:4].[NH2:32][CH2:33][CH2:34][CH2:35][C:36]([OH:38])=[O:37].C[O-].[Na+]>>[CH2:17]([N:11]1[C:12]2[C:7](=[C:6]([OH:31])[C:5]([C:3]([NH:32][CH2:33][CH2:34][CH2:35][C:36]([OH:38])=[O:37])=[O:4])=[N:14][C:13]=2[C:15]#[N:16])[CH:8]=[C:9]([C:25]2[CH:26]=[CH:27][CH:28]=[CH:29][CH:30]=2)[C:10]1=[O:24])[C:18]1[CH:23]=[CH:22][CH:21]=[CH:20][CH:19]=1 |f:2.3|. Reported procedure: A mixture of 1-benzyl-8-cyano-5-hydroxy-2-oxo-3-phenyl-1,2-dihydro-[1,7]naphthyridine-6-carboxylic acid methyl ester (45 mg, 0.11 mmol), 4-aminobutyric acid (3.76 g, 36.5 mmol) and NaOMe solution (54 mL, 27.4 mmol, 0.5 M in MeOH) was refluxed for 16 h. After the mixture was cooled to r.t., the solvent was evaporated in vacuo. The residue was partitioned between water and EtOAc. 1M HCl was added with vigorous stirring until pH was about 1. The organic layer was dried over MgSO4 and concentrated. ... Starting materials: ice water, C1(=CC=C(C=C1)S(=O)(=O)Cl)C (p-toluenesulphonyl chloride), C(#N)NC(=NC)NCCCCCO (N-cyano-N'-(5-hydroxypentyl)-N"-methylguanidine). Solvent: N1=CC=CC=C1 (pyridine), N1=CC=CC=C1 (pyridine). Run at time 40 hour. The product is C1(=CC=C(C=C1)S(=O)(=O)OCCCCCNC(=NC#N)NC)C (5-(N'-cyano-N"-methylguanidino)pentyl p-toluenesulphonate). Yield: 42.9%. RXN SMILES: [C:1]1([CH3:11])[CH:6]=[CH:5][C:4]([S:7](Cl)(=[O:9])=[O:8])=[CH:3][CH:2]=1.[C:12]([NH:14][C:15]([NH:18][CH2:19][CH2:20][CH2:21][CH2:22][CH2:23][OH:24])=[N:16][CH3:17])#[N:13]>N1C=CC=CC=1>[C:1]1([CH3:11])[CH:6]=[CH:5][C:4]([S:7]([O:24][CH2:23][CH2:22][CH2:21][CH2:20][CH2:19][NH:18][C:15]([NH:16][CH3:17])=[N:14][C:12]#[N:13])(=[O:9])=[O:8])=[CH:3][CH:2]=1. Reported procedure: A solution of p-toluenesulphonyl chloride (9.11 g) in pyridine (40 ml) was added in portions to a stirred solution of N-cyano-N'-(5-hydroxypentyl)-N"-methylguanidine (8.0 g) in pyridine (40 ml) at -10°. The mixture was stirred at 2° for 40 hours and was poured into ice-water. The aqueous mixture was extracted with chloroform, and the extracts were washed with dilute hydrochloric acid and evaporated to give 5-(N'-cyano-N"-methylguanidino)pentyl p-toluenesulphonate (6.3 g) as an orange oil.